From a dataset of the Open Reaction Database (ORD), a public repository of structured organic reaction records. describe an organic reaction: reactants, conditions, products, and yield The yield is 97.4%. Reaction SMILES: C[O:2][C@H:3]1[C@@H:7]2[CH2:8][C@H:9]3[C@H:14]([C@H:15](/[CH:16]=[CH:17]/[C@@H:18]4[CH2:23][CH2:22][CH2:21][C@@H:20]([CH3:24])[N:19]4[C:25]([O:27][C:28]([CH3:31])([CH3:30])[CH3:29])=[O:26])[C@@H:6]2[C@@H:5]([CH3:32])[O:4]1)[CH2:13][CH2:12][CH2:11][CH2:10]3.CC(C)=O.OS(O)(=O)=O.O=[Cr](=O)=O>>[CH3:32][C@H:5]1[O:4][C:3](=[O:2])[C@@H:7]2[CH2:8][C@H:9]3[C@H:14]([C@H:15](/[CH:16]=[CH:17]/[C@@H:18]4[CH2:23][CH2:22][CH2:21][C@@H:20]([CH3:24])[N:19]4[C:25]([O:27][C:28]([CH3:30])([CH3:29])[CH3:31])=[O:26])[C@H:6]12)[CH2:13][CH2:12][CH2:11][CH2:10]3 |f:1.2.3|. Reported procedure: Similarly to Referential example 4, 156.0 mg(0.35 mmol) of (2S,6R)-tert-butyl 2-[(E)-2-[(1R,3R,3aS,4S,4aR,8aS,9aR)-1-methoxy-3-methyl-dodecahydronaphtho[2,3-c]furan-4-yl]vinyl]-6-methyl-1-piperidinecarboxylate were reacted with 0.90 ml of Jones reagent to obtain 147.1 mg of (2S,6R)-tert-butyl 2-[(E)-2-[(3R,3aS,4S,4aR,8aS,9aR)-3-methyl-1-oxo-dodecahydronaphtho[2,3-c]furan-4-yl]vinyl]-6-methyl-1-piperidinecarboxylate, and then 1.00 ml of trifluoroacetic acid was reacted to obtain 113.0 mg of crude... The product is C[C@@H]1[C@@H]2[C@H](C(O1)=O)C[C@@H]1CCCC[C@H]1[C@@H]2/C=C/[C@H]2N([C@@H](CCC2)C)C(=O)OC(C)(C)C ((2S,6R)-tert-butyl 2-[(E)-2-[(3R,3aS,4S,4aR,8aS,9aR)-3-methyl-1-oxo-dodecahydronaphtho[2,3-c]furan-4-yl]vinyl]-6-methyl-1-piperidinecarboxylate). Starting materials: CO[C@@H]1O[C@@H]([C@@H]2[C@H]1C[C@@H]1CCCC[C@H]1[C@@H]2/C=C/[C@H]2N([C@@H](CCC2)C)C(=O)OC(C)(C)C)C ((2S,6R)-tert-butyl 2-[(E)-2-[(1R,3R,3aS,4S,4aR,8aS,9aR)-1-methoxy-3-methyl-dodecahydronaphtho[2,3-c]furan-4-yl]vinyl]-6-methyl-1-piperidinecarboxylate), CC(=O)C.OS(=O)(=O)O.O=[Cr](=O)=O (Jones reagent). The reactants are COC(=O)C1=CC2=CC=C(C=C2C=C1)OC (6-methoxy-2-naphthoic acid methyl ester), CN(C)C=O (DMF), O=P(Cl)(Cl)Cl (POCl3), C(=O)([O-])[O-].[Na+].[Na+] (Na2CO3). Solvent: ice H2O. Conditions: temperature 80 celsius, time 2 day. Product: COC(=O)C1=CC2=CC=C(C(=C2C=C1)C=O)OC (6-Methoxy-5-formyl-2-naphthoic acid methyl ester). Isolated yield 62.8%. As a reaction SMILES: [CH3:1][O:2][C:3]([C:5]1[CH:14]=[CH:13][C:12]2[C:7](=[CH:8][CH:9]=[C:10]([O:15][CH3:16])[CH:11]=2)[CH:6]=1)=[O:4].CN([CH:20]=[O:21])C.O=P(Cl)(Cl)Cl.C([O-])([O-])=O.[Na+].[Na+]>>[CH3:1][O:2][C:3]([C:5]1[CH:14]=[CH:13][C:12]2[C:7](=[CH:8][CH:9]=[C:10]([O:15][CH3:16])[C:11]=2[CH:20]=[O:21])[CH:6]=1)=[O:4] |f:3.4.5|. Procedure details: To a stirred solution of 6-methoxy-2-naphthoic acid methyl ester (10.3 g, 47.6 mmol) in DMF (36.9 mL, 476 mmol) at 5° C. was added POCl3 (44.4 mL, 476 mmol) dropwise. The reaction mixture was heated to 80° C. After 2 days at this temperature, the reaction was poured into ice/H2O (400 mL). The solution was made basic with addition of solid Na2CO3. The resulting mixture was extracted with EtOAc (2×400 mL). The organic layer was washed with brine (80 mL) and dried (MgSO4). After concentration, the ... The reactants are CCCCCCCCCC(=O)Cl, Nc1ccc(C(=O)CCC(=O)O)cc1. Yields the product CCCCCCCCCC(=O)Nc1ccc(C(=O)CCC(=O)O)cc1. Reaction SMILES: [C:1]([CH2:2][CH2:3][CH2:4][CH2:5][CH2:6][CH2:7][CH2:8][CH2:9][CH3:10])(=[O:11])[Cl:12].[NH2:13][c:14]1[cH:15][cH:16][c:17]([C:20]([CH2:21][CH2:22][C:23](=[O:24])[OH:25])=[O:26])[cH:18][cH:19]1>>[C:1]([CH2:2][CH2:3][CH2:4][CH2:5][CH2:6][CH2:7][CH2:8][CH2:9][CH3:10])(=[O:11])[NH:13][c:14]1[cH:15][cH:16][c:17]([C:20]([CH2:21][CH2:22][C:23](=[O:24])[OH:25])=[O:26])[cH:18][cH:19]1. Reactants: ClC=1N=NC(=CC1)Cl (3,6-dichloropyridazine), [OH-].[NH4+] (ammonium hydroxide), S(=O)(=O)([O-])OOS(=O)(=O)[O-].[NH4+].[NH4+] (ammonium persulfate), C(C(C)(C)C)(=O)O (pivalic acid), S(O)(O)(=O)=O (sulfuric acid), desired intermediate. Reagents/catalysts: [N+](=O)([O-])[O-].[Ag+] (silver nitrate). The solvent is O (water), O (water). Reaction conditions: time 15 minute. Yields the product ClC=1N=NC(=CC1C(C)(C)C)Cl (3,6-dichloro-4-t-butylpyridazine). As a reaction SMILES: [Cl:1][C:2]1[N:3]=[N:4][C:5]([Cl:8])=[CH:6][CH:7]=1.[C:9](O)(=O)[C:10](C)([CH3:12])[CH3:11].S(=O)(=O)(O)O.S(OOS([O-])(=O)=O)([O-])(=O)=O.[NH4+].[NH4+].[OH-].[NH4+]>O.[N+]([O-])([O-])=O.[Ag+]>[Cl:1][C:2]1[N:3]=[N:4][C:5]([Cl:8])=[CH:6][C:7]=1[C:10]([CH3:12])([CH3:11])[CH3:9] |f:3.4.5,6.7,9.10|. Procedure: A 375 g. portion of 3,6-dichloropyridazine was slurried with 578 g. of pivalic acid in 367 g. of sulfuric acid and 1500 ml. of water, and the mixture was warmed to 40°. Then 48.2 g. of silver nitrate was added, and the mixture was heated to 62°. To it was added 1 kg. of ammonium persulfate in 2 liters of water over a period of 1 hour. The temperature rose exothermically, and was controlled at 80° maximum. After the addition, the mixture was stirred for 15 minutes, and was then cooled to 15° with... Reported procedure: A solution of 4-Nitro-benzoic acid 3-(4-amino-5-fluoro-2-oxo-2H-pyrimidin-1-yl)-cyclopentyl ester (1.27 g, 3.50 mmol) in anhydrous sodium methoxide (0.5 M in methanol, 20 mL, 10 mmol). The mixture was stirred under nitrogen at room temperature for 2 hours, and the solvent was removed in vacuo. The residue was dry-loaded onto silica gel and purified by silica gel plug filtration (20 g SiO2, CH2Cl2/Methanol/ammonium hydroxide: 88/12/0.25) to afford 4-Amino-5-fluoro-1-(3-hydroxy-cyclopentyl)-1H-pyr... The yield is 46.4%. RXN SMILES: [NH2:1][C:2]1[C:7]([F:8])=[CH:6][N:5]([CH:9]2[CH2:13][CH2:12][CH:11]([O:14]C(=O)C3C=CC([N+]([O-])=O)=CC=3)[CH2:10]2)[C:4](=[O:26])[N:3]=1.C[O-].[Na+]>>[NH2:1][C:2]1[C:7]([F:8])=[CH:6][N:5]([CH:9]2[CH2:13][CH2:12][CH:11]([OH:14])[CH2:10]2)[C:4](=[O:26])[N:3]=1 |f:1.2|. Starting materials: NC1=NC(N(C=C1F)C1CC(CC1)OC(C1=CC=C(C=C1)[N+](=O)[O-])=O)=O (4-Nitro-benzoic acid 3-(4-amino-5-fluoro-2-oxo-2H-pyrimidin-1-yl)-cyclopentyl ester), C[O-].[Na+] (sodium methoxide). Conditions: time 2 hour. Product: NC1=NC(N(C=C1F)C1CC(CC1)O)=O (4-Amino-5-fluoro-1-(3-hydroxy-cyclopentyl)-1H-pyrimidin-2-one). Starting materials: OC1=NC(=NC(=C1)C(F)(F)F)S (4-hydroxy-6-trifluoromethyl-2-pyrimidinethiol), [OH-].[Na+] (NaOH), COC1=CC=C(CCl)C=C1 (4-methoxybenzyl chloride). Run in O (water), C(C)O (ethanol). Product: FC(C1=CC(=NC(=N1)SCC1=CC=C(C=C1)OC)O)(F)F (6-trifluoromethyl-2-(4-methoxy-phenylmethyl)thio-4-pyrimidinol). RXN SMILES: [OH:1][C:2]1[CH:7]=[C:6]([C:8]([F:11])([F:10])[F:9])[N:5]=[C:4]([SH:12])[N:3]=1.[OH-].[Na+].[CH3:15][O:16][C:17]1[CH:24]=[CH:23][C:20]([CH2:21]Cl)=[CH:19][CH:18]=1>C(O)C.O>[F:10][C:8]([F:9])([F:11])[C:6]1[N:5]=[C:4]([S:12][CH2:21][C:20]2[CH:23]=[CH:24][C:17]([O:16][CH3:15])=[CH:18][CH:19]=2)[N:3]=[C:2]([OH:1])[CH:7]=1 |f:1.2|. Procedure: 4-hydroxy-6-trifluoromethyl-2-pyrimidinethiol (Cpd #264; 4.90 g, 25.0 mmol) in ethanol (8 ml) is treated with 3.25 N NaOH (8 ml, 26.0 mmol) followed by 4-methoxybenzyl chloride (3.5 ml, 25.7 mmol). After refluxing for 1 hr, the reaction is diluted with water and filtered. The solid is recrystallized from ethanol: 4.63 g (14.6 mmol, 58%), mp 169-170° C. The reactants are ClC1=CC(=NC=2N1N=C(C2)C)N (7-chloro-2-methylpyrazolo[1,5-a]pyrimidin-5-amine), B(C=1C=CC(=CC1)C)(O)O (p-tolylboronic acid). Product: CC1=NN2C(N=C(C=C2C2=CC=C(C=C2)C)N)=C1 (2-methyl-7-p-tolylpyrazolo[1,5-a]pyrimidin-5-amine). RXN SMILES: Cl[C:2]1[N:7]2[N:8]=[C:9]([CH3:11])[CH:10]=[C:6]2[N:5]=[C:4]([NH2:12])[CH:3]=1.B(O)(O)[C:14]1[CH:15]=[CH:16][C:17]([CH3:20])=[CH:18][CH:19]=1>>[CH3:11][C:9]1[CH:10]=[C:6]2[N:5]=[C:4]([NH2:12])[CH:3]=[C:2]([C:14]3[CH:19]=[CH:18][C:17]([CH3:20])=[CH:16][CH:15]=3)[N:7]2[N:8]=1. Procedure: The titled compound was prepared using a procedure analogous to that described in connection with Example 15 except that 7-chloro-2-methylpyrazolo[1,5-a]pyrimidin-5-amine (1J) and p-tolylboronic acid were used as starting materials.